This data is from the Open Reaction Database (ORD), a public repository of structured organic reaction records. The task is: describe an organic reaction: reactants, conditions, products, and yield The product is CC(=O)Nc1nc(-c2ccccc2)c(C)c2ncnn12. Starting materials: CC(=O)OC(C)=O, Cc1c(-c2ccccc2)nc(N)n2ncnc12, c1ccncc1. RXN SMILES: [CH3:18][C:19](=[O:20])[O:21][C:22](=[O:23])[CH3:24].[CH3:1][c:2]1[c:3]2[n:4]([c:5]([NH2:14])[n:6][c:7]1-[c:8]1[cH:9][cH:10][cH:11][cH:12][cH:13]1)[n:15][cH:16][n:17]2.[cH:25]1[cH:26][cH:27][n:28][cH:29][cH:30]1>>[CH3:1][c:2]1[c:3]2[n:4]([c:5]([NH:14][C:19]([CH3:18])=[O:20])[n:6][c:7]1-[c:8]1[cH:9][cH:10][cH:11][cH:12][cH:13]1)[n:15][cH:16][n:17]2.